Dataset: the Open Reaction Database (ORD), a public repository of structured organic reaction records. Task: describe an organic reaction: reactants, conditions, products, and yield Starting materials: COCCOCCOC=1C=C(C=CC1)C1OC1 (2-{3-[2-(2-methoxyethoxy)ethoxy]phenyl}oxirane), CN (methylamine). The solvent is CO (methanol). The product is COCCOCCOC=1C=C(C=CC1)C(CNC)O (1-{3-[2-(2-Methoxyethoxy)ethoxy]phenyl}-2-(methylamino)ethanol). Reaction SMILES: [CH3:1][O:2][CH2:3][CH2:4][O:5][CH2:6][CH2:7][O:8][C:9]1[CH:10]=[C:11]([CH:15]2[CH2:17][O:16]2)[CH:12]=[CH:13][CH:14]=1.[CH3:18][NH2:19]>CO>[CH3:1][O:2][CH2:3][CH2:4][O:5][CH2:6][CH2:7][O:8][C:9]1[CH:10]=[C:11]([CH:15]([OH:16])[CH2:17][NH:19][CH3:18])[CH:12]=[CH:13][CH:14]=1. Reported procedure: A solution of 1.78 g of 2-{3-[2-(2-methoxyethoxy)ethoxy]phenyl}oxirane in 30 ml of 2.0 M methylamine in methanol is stirred at room temperature overnight, then concentrated under reduced pressure. Flash chromatography of the residue on silica using 5-7% methanolic ammonia in CH2Cl2 affords 809 mg of the title compound as a colorless oil. The reactants are COC(=O)CCNC(=O)c1ccc(C(=Cc2ccc(-c3ccc(C(C)(C)C)cc3)cc2)CC(C)C)cc1, CCO. The product is COC(=O)CCNC(=O)c1ccc(C(Cc2ccc(-c3ccc(C(C)(C)C)cc3)cc2)CC(C)C)cc1. As a reaction SMILES: [CH3:1][O:2][C:3]([CH2:4][CH2:5][NH:6][C:7]([c:8]1[cH:9][cH:10][c:11]([C:14]([CH2:15][CH:16]([CH3:17])[CH3:18])=[CH:19][c:20]2[cH:21][cH:22][c:23](-[c:26]3[cH:27][cH:28][c:29]([C:32]([CH3:33])([CH3:34])[CH3:35])[cH:30][cH:31]3)[cH:24][cH:25]2)[cH:12][cH:13]1)=[O:36])=[O:37].[CH3:38][CH2:39][OH:40]>>[CH3:1][O:2][C:3]([CH2:4][CH2:5][NH:6][C:7]([c:8]1[cH:9][cH:10][c:11]([CH:14]([CH2:15][CH:16]([CH3:17])[CH3:18])[CH2:19][c:20]2[cH:21][cH:22][c:23](-[c:26]3[cH:27][cH:28][c:29]([C:32]([CH3:33])([CH3:34])[CH3:35])[cH:30][cH:31]3)[cH:24][cH:25]2)[cH:12][cH:13]1)=[O:36])=[O:37]. Starting materials: solution, C(CCC)[Li] (n-butyllithium), COC(C1=C(C=C(C=C1)Br)OC)OC (4-bromo-2-methoxybenzaldehyde dimethyl acetal), solution, C(C1=CC=CC=C1)N1CCC(CC1)=O (1-benzyl-4-piperidone), O (water). As a reaction SMILES: [CH3:1][O:2][CH:3]([O:13][CH3:14])[C:4]1[CH:9]=[CH:8][C:7](Br)=[CH:6][C:5]=1[O:11][CH3:12].C([Li])CCC.[CH2:20]([N:27]1[CH2:32][CH2:31][C:30](=[O:33])[CH2:29][CH2:28]1)[C:21]1[CH:26]=[CH:25][CH:24]=[CH:23][CH:22]=1.O>CCOCC.CCCCCC>[CH3:1][O:2][CH:3]([O:13][CH3:14])[C:4]1[CH:9]=[CH:8][C:7]([C:30]2([OH:33])[CH2:31][CH2:32][N:27]([CH2:20][C:21]3[CH:26]=[CH:25][CH:24]=[CH:23][CH:22]=3)[CH2:28][CH2:29]2)=[CH:6][C:5]=1[O:11][CH3:12]. Product: COC(C1=C(C=C(C=C1)C1(CCN(CC1)CC1=CC=CC=C1)O)OC)OC (4-(1-Benzyl-4-hydroxypiperidin-4-yl)-2-methoxybenzaldehyde dimethyl acetal). Conditions: temperature -50 celsius, time 50 minute. Run in CCCCCC (hexane), CCOCC (ether), C(C)OCC (diethyl ether). Reported procedure: 15.0 g of 4-bromo-2-methoxybenzaldehyde dimethyl acetal was dissolved in 150 ml of ether and the obtained solution was cooled to −50° C. Then 25.3 ml of a 1.6 M solution of n-butyllithium in hexane was dropped thereinto. 1 hour thereafter, 30 ml of a solution of 11.7 ml of 1-benzyl-4-piperidone in diethyl ether was dropped thereinto in such a manner that the bulk temperature did not exceed −35° C. After stirring at room temperature for 50 minutes, water was added thereto followed by extraction w... Reactants: NC1=CC=C(C=N1)NC(=O)C=1N(C2=CC=C(C=C2C1)F)CC1=CC(=CC=C1)F (N-[6-aminopyrid-3-yl]-5-fluoro-1-[(3-fluorophenyl)-methyl]-1H-indole-2-carboxamide), BrCC(C(=O)OCC)=O (ethyl 3-bromo-2-oxopropionate). The solvent is C(C)#N (acetonitrile). The product is Compound 22, C(C)OC(=O)C=1N=C2N(C=C(C=C2)NC(=O)C=2N(C3=CC=C(C=C3C2)F)CC2=CC(=CC=C2)F)C1 (N-[2-(Ethyloxycarbonyl)imidazo[1,2-a]pyrid-6-yl]-5-fluoro-1-[(3-fluorophenyl)methyl]-1H-indole-2-carboxamide). Isolated yield 40.5%. RXN SMILES: [NH2:1][C:2]1[N:7]=[CH:6][C:5]([NH:8][C:9]([C:11]2[N:12]([CH2:21][C:22]3[CH:27]=[CH:26][CH:25]=[C:24]([F:28])[CH:23]=3)[C:13]3[C:18]([CH:19]=2)=[CH:17][C:16]([F:20])=[CH:15][CH:14]=3)=[O:10])=[CH:4][CH:3]=1.Br[CH2:30][C:31](=O)[C:32]([O:34][CH2:35][CH3:36])=[O:33]>C(#N)C>[CH2:35]([O:34][C:32]([C:31]1[N:1]=[C:2]2[CH:3]=[CH:4][C:5]([NH:8][C:9]([C:11]3[N:12]([CH2:21][C:22]4[CH:27]=[CH:26][CH:25]=[C:24]([F:28])[CH:23]=4)[C:13]4[C:18]([CH:19]=3)=[CH:17][C:16]([F:20])=[CH:15][CH:14]=4)=[O:10])=[CH:6][N:7]2[CH:30]=1)=[O:33])[CH3:36]. Procedure details: Compound 22 was prepared according to a process similar to that described in step 4.3, by reacting 0.1 g (0.26 mmol) of N-[6-aminopyrid-3-yl]-5-fluoro-1-[(3-fluorophenyl)-methyl]-1H-indole-2-carboxamide, prepared according to the protocol described in step 4.2, with 0.105 g (0.53 mmol) of ethyl 3-bromo-2-oxopropionate in 4 mL of acetonitrile. 0.05 g of the expected product is obtained in the form of a white solid. Reactants: C(C)(=O)OCC(COC(C)=O)=O (3-(acetyloxy)-2-oxopropyl acetate), Cl.CNCC(=O)OC(C)(C)C (tert-butyl 2-(methylamino)acetate HCl), CCOC(=O)C (EtOAc), C(C)(=O)O[BH-](OC(C)=O)OC(C)=O.[Na+] (sodium triacetoxyborohydride). Solvent: ClC(C)Cl (dichloroethane). Reaction conditions: time 18 hour. Product: C(C)(=O)OCC(COC(C)=O)N(CC(=O)OC(C)(C)C)C (Tert-butyl 2-{[1,3-bis(acetyloxy)propan-2-yl](methyl)amino}acetate). Yield: 17.0%. RXN SMILES: [C:1]([O:4][CH2:5][C:6](=O)[CH2:7][O:8][C:9](=[O:11])[CH3:10])(=[O:3])[CH3:2].Cl.[CH3:14][NH:15][CH2:16][C:17]([O:19][C:20]([CH3:23])([CH3:22])[CH3:21])=[O:18].C(O[BH-](OC(=O)C)OC(=O)C)(=O)C.[Na+].CCOC(C)=O>ClC(Cl)C>[C:9]([O:8][CH2:7][CH:6]([N:15]([CH3:14])[CH2:16][C:17]([O:19][C:20]([CH3:23])([CH3:22])[CH3:21])=[O:18])[CH2:5][O:4][C:1](=[O:3])[CH3:2])(=[O:11])[CH3:10] |f:1.2,3.4|. Procedure details: To a solution of 3-(acetyloxy)-2-oxopropyl acetate (4.54 g, 26 mmol) in dichloroethane (75 ml) was added tert-butyl 2-(methylamino)acetate HCl. After stirring for 10 minutes sodium triacetoxyborohydride (8.3 g, 39 mmol) was added and stirring was continued for 18 hours and monitored by TLC (1:1heptane:EtOAc). The reaction was quenched by the addition of saturated sodium hydrogen carbonate solution and the crude product was extracted into dichloromethane. The organic phase was separated, dried ov... The reactants are COC(C1=CC(=C(C=C1)C)N1C(=NC(=CC1=O)OCC=1N=C(SC1)C)C)=O (4-methyl-3-[2-methyl-4-(2-methyl-thiazol-4-ylmethoxy)-6-oxo-6H-pyrimidin-1-yl]-benzoic acid methyl ester), Example 11, ClN1C(CCC1=O)=O (N-chlorosuccinimide). Reagents/catalysts: ClC(C(=O)O)Cl (dichloroacetic acid). Run in C(C)(C)O (isopropanol). Reaction conditions: temperature 60 celsius. Yields the product COC(C1=CC(=C(C=C1)C)N1C(=NC(=C(C1=O)Cl)OCC=1N=C(SC1)C)C)=O (3-[5-chloro-2-methyl-4-(2-methyl-thiazol-4-ylmethoxy)-6-oxo-6H-pyrimidin-1-yl]-4-methyl-benzoic acid methyl ester). Yield: 96.0%. Reaction SMILES: [CH3:1][O:2][C:3](=[O:27])[C:4]1[CH:9]=[CH:8][C:7]([CH3:10])=[C:6]([N:11]2[C:16](=[O:17])[CH:15]=[C:14]([O:18][CH2:19][C:20]3[N:21]=[C:22]([CH3:25])[S:23][CH:24]=3)[N:13]=[C:12]2[CH3:26])[CH:5]=1.[Cl:28]N1C(=O)CCC1=O>C(O)(C)C.ClC(Cl)C(O)=O>[CH3:1][O:2][C:3](=[O:27])[C:4]1[CH:9]=[CH:8][C:7]([CH3:10])=[C:6]([N:11]2[C:16](=[O:17])[C:15]([Cl:28])=[C:14]([O:18][CH2:19][C:20]3[N:21]=[C:22]([CH3:25])[S:23][CH:24]=3)[N:13]=[C:12]2[CH3:26])[CH:5]=1. Procedure: To a solution of 4-methyl-3-[2-methyl-4-(2-methyl-thiazol-4-ylmethoxy)-6-oxo-6H-pyrimidin-1-yl]-benzoic acid methyl ester from Step A, of Example 11 (120 mg, 0.31 mmol) in isopropanol (1.5 mL) was added N-chlorosuccinimide (46 mg, 0.34 mmol) and 2 drops of dichloroacetic acid. The solution was heated at 60° C. for three hours. The solution was allowed to cool and concentrated in vacuo and the residue was partitioned between ethyl acetate and water. The organic layer was washed with water and bri... Reactants: C1(CCCC1)CC1=C(COC1=O)CN1C(N(C(C1=O)(C)C)C)=O (3-(4-cyclopentylmethyl-5-oxo-2,5-dihydro-furan-3ylmethyl)-1,5,5-trimethyl-imidazolidine 2,4-dione), C(C)(=O)OCC (ethyl acetate), C(C)(=O)OCC (ethyl acetate), stainless steel, O=O (O2), [Rh((R)-3,5-iPr-MeOBIPHEP)(COD)]SbF6, (R)-3,5-iPr-MeOBIPHEP, [Rh(COD)2]SbF6. Solvent: C1CCOC1 (THF). Run at time 15 minute. Product: Rh, C1(CCCC1)C[C@@H]1[C@@H](COC1=O)CN1C(N(C(C1=O)(C)C)C)=O ((3R,4R)-3-(4-cyclopentylmethyl-5-oxo-tetrahydrofuran-3ylmethyl)-1,5,5-trimethyl-imidazolidine-2,4-dione). The yield is 104.2%. Reaction SMILES: O=O.C(OCC)(=O)C.[CH:9]1([CH2:14][C:15]2[C:19](=[O:20])[O:18][CH2:17][C:16]=2[CH2:21][N:22]2[C:26](=[O:27])[C:25]([CH3:29])([CH3:28])[N:24]([CH3:30])[C:23]2=[O:31])[CH2:13][CH2:12][CH2:11][CH2:10]1>C1COCC1>[CH:9]1([CH2:14][C@H:15]2[C:19](=[O:20])[O:18][CH2:17][C@H:16]2[CH2:21][N:22]2[C:26](=[O:27])[C:25]([CH3:29])([CH3:28])[N:24]([CH3:30])[C:23]2=[O:31])[CH2:13][CH2:12][CH2:11][CH2:10]1. Procedure: In the glove box (O2 content<=2 ppm) a 10 ml measuring flask was charged with 68.3 mg [Rh((R)-3,5-iPr-MeOBIPHEP)(COD)]SbF6 (0.050 mmol) and filled to the graduation mark with 10 ml ethyl acetate. The suspension was stirred with a magnetic stirring bar for 15 min at r.t. A clear orange solution formed. The Rh-catalyst was prepared through reaction of (R)-3,5-iPr-MeOBIPHEP and [Rh(COD)2]SbF6 in THF at room temperature for 2 h in a known manner (J. Am. Chem. Soc., 93, 3089-91 (1971), J. Chem. Soc. ... Solvent: CO (methanol). The reactants are Cl.C(C)(=O)NC1=C2CCC(CC2=CC=C1)N(C)CC1=CC=CC=C1 (5-Acetylamino-2-(N-benzyl-N-methyl-amino)-tetralinehydrochloride), [H][H] (hydrogen). Reagents/catalysts: [Pd] (palladium/charcoal). Procedure details: 1.40 g (0.0041 mol) of 5-acetylamino-2-(N-benzyl-N-methylamino)-tetraline-hydrochloride (Example 4.1.26) are hydrogenated in 50 ml of methanol in the presence of 0.4 g of 10% palladium/charcoal at 60° C. under a pressure of 4 bar until the uptake of hydrogen has ceased. After the catalyst has been removed by suction filtering, the residue is concentrated by rotary evaporation, finally at 80° C. under a complete water-jet vacuum. The residue is crystallised from 15 ml of methanol and 15 ml of die... Product: Cl.C(C)(=O)NC1=C2CCC(CC2=CC=C1)NC (5-Acetylamino-2-methylamino-tetraline-hydrochloride). As a reaction SMILES: [ClH:1].[C:2]([NH:5][C:6]1[CH:15]=[CH:14][CH:13]=[C:12]2[C:7]=1[CH2:8][CH2:9][CH:10]([N:16](CC1C=CC=CC=1)[CH3:17])[CH2:11]2)(=[O:4])[CH3:3].[H][H]>CO.[Pd]>[ClH:1].[C:2]([NH:5][C:6]1[CH:15]=[CH:14][CH:13]=[C:12]2[C:7]=1[CH2:8][CH2:9][CH:10]([NH:16][CH3:17])[CH2:11]2)(=[O:4])[CH3:3] |f:0.1,5.6|. The reactants are COC1=CC(=C(N)C=C1)C (4-methoxy-2-methylaniline), COC=1C=CC=CC1[N+](=O)[O-] (o-nitroanisole), [OH-].[K+] (potassium hydroxide). The solvent is C1(=CC=CC=C1)C (toluene). Yields the product COC=1C=C(C2=NC3=CC=CC(=C3N=C2C1)OC)C (3,6-Dimethoxy-1-methylphenazine). As a reaction SMILES: [CH3:1][O:2][C:3]1[CH:9]=[CH:8][C:6]([NH2:7])=[C:5]([CH3:10])[CH:4]=1.[CH3:11][O:12][C:13]1[CH:14]=[CH:15][CH:16]=[CH:17][C:18]=1[N+:19]([O-])=O.[OH-].[K+]>C1(C)C=CC=CC=1>[CH3:1][O:2][C:3]1[CH:4]=[C:5]([CH3:10])[C:6]2[C:8]([CH:9]=1)=[N:19][C:18]1[C:17](=[CH:16][CH:15]=[CH:14][C:13]=1[O:12][CH3:11])[N:7]=2 |f:2.3|. Procedure details: A mechanically stirred mixture of 66.0 ml (0.51 mol) of freshly distilled 4-methoxy-2-methylaniline, 50.5 ml (0.41 mol) of freshly distilled o-nitroanisole, 189 g (3.37 mol) of finely powdered potassium hydroxide, and 945 ml of toluene was heated to reflux (initially exothermic) for 1 hour. The mixture was then cooled to room temperature, filtered, and the filter cake washed with toluene, 1% methanol/dichloromethane, and dichloromethane. The solvent from the combined filtrate and washings was re...